Dataset: the Open Reaction Database (ORD), a public repository of structured organic reaction records. Task: describe an organic reaction: reactants, conditions, products, and yield Starting materials: O[C@H](C)[C@H]1C(N[C@@H]1CC(C(=[N+]=[N-])C(=O)OCC1=CC=CC=C1)=O)=O ((3S,4R)-3-[(R)-1-hydroxyethyl]-4-[3-benzyloxycarbonyl-2-oxo-3-diazopropyl] azetidin-2-one). Reagents/catalysts: C(C)(=O)[O-].[Rh+2].C(C)(=O)[O-] (rhodium (II) acetate). Solvent: C1=CC=CC=C1 (benzene). Yields the product O[C@H](C)[C@@H]1[C@H]2CC(C(N2C1=O)C(=O)OCC1=CC=CC=C1)=O ((5R, 6S) benzyl 6-[(R)-1-hydroxyethyl]-1-azabicyclo[3.2.0]heptan-3,7-dione-2-carboxylate). As a reaction SMILES: [OH:1][C@@H:2]([C@@H:4]1[C@@H:7]([CH2:8][C:9](=[O:23])[C:10]([C:13]([O:15][CH2:16][C:17]2[CH:22]=[CH:21][CH:20]=[CH:19][CH:18]=2)=[O:14])=[N+]=[N-])[NH:6][C:5]1=[O:24])[CH3:3]>C1C=CC=CC=1.C([O-])(=O)C.[Rh+2].C([O-])(=O)C>[OH:1][C@@H:2]([C@H:4]1[C:5](=[O:24])[N:6]2[C@@H:7]1[CH2:8][C:9](=[O:23])[CH:10]2[C:13]([O:15][CH2:16][C:17]1[CH:22]=[CH:21][CH:20]=[CH:19][CH:18]=1)=[O:14])[CH3:3] |f:2.3.4|. Procedure details: A suspension of (3S,4R)-3-[(R)-1-hydroxyethyl]-4-[3-benzyloxycarbonyl-2-oxo-3-diazopropyl] azetidin-2-one (50 mg, 0.15 mmol) and rhodium (II) acetate (0.1 mg) in dry benzene (3 mL) was deoxygenated by bubbling through nitrogen for 10 minutes. The mixture was then heated to 78° for 1 hour. During heating the solid starting material gradually went into solution. The mixture was then cooled, filtered to remove the catalyst, and the filtrate was concentrated in vacuo to yield (5R, 6S) benzyl 6-[(R)-... Starting materials: O=c1cc(-c2ccccc2)cc2n1CCCN2c1ccnc(NCCc2ccccc2)n1, NCCc1ccccc1Cl. Product: O=c1cc(-c2ccccc2)cc2n1CCCN2c1ccnc(NCCc2ccccc2Cl)n1. RXN SMILES: [CH2:1]([CH2:2][c:3]1[cH:4][cH:5][cH:6][cH:7][cH:8]1)[NH:9][c:10]1[n:11][cH:12][cH:13][c:14]([N:16]2[c:17]3[n:18]([c:22](=[O:32])[cH:23][c:24](-[c:26]4[cH:27][cH:28][cH:29][cH:30][cH:31]4)[cH:25]3)[CH2:19][CH2:20][CH2:21]2)[n:15]1.[Cl:33][c:34]1[cH:35][cH:36][cH:37][cH:38][c:39]1[CH2:40][CH2:41][NH2:42]>>[CH2:1]([CH2:2][c:3]1[c:4]([Cl:33])[cH:5][cH:6][cH:7][cH:8]1)[NH:9][c:10]1[n:11][cH:12][cH:13][c:14]([N:16]2[c:17]3[n:18]([c:22](=[O:32])[cH:23][c:24](-[c:26]4[cH:27][cH:28][cH:29][cH:30][cH:31]4)[cH:25]3)[CH2:19][CH2:20][CH2:21]2)[n:15]1. The reactants are COc1cc(C)c(S(=O)(=O)N(Cc2ccc3c(c2)OCO3)C(CN)C(=O)OC(C)(C)C)c(C)c1, C[Si](C)(C)C#N, CS(=O)(=O)Cl, CCOC(C)=O, CC#N. Yields the product COc1cc(C)c(S(=O)(=O)N(Cc2ccc3c(c2)OCO3)C(CNS(C)(=O)=O)C(=O)OC(C)(C)C)c(C)c1. RXN SMILES: [CH2:1]1[O:2][c:3]2[cH:4][c:5]([CH2:6][N:7]([CH:8]([C:9](=[O:10])[O:11][C:12]([CH3:13])([CH3:14])[CH3:15])[CH2:16][NH2:17])[S:18](=[O:19])(=[O:20])[c:21]3[c:22]([CH3:30])[cH:23][c:24]([O:28][CH3:29])[cH:25][c:26]3[CH3:27])[cH:31][cH:32][c:33]2[O:34]1.[CH3:35][Si:36]([C:37]#[N:38])([CH3:39])[CH3:40].[CH3:41][S:42]([Cl:43])(=[O:44])=[O:45].[CH3:46][CH2:47][O:48][C:49](=[O:50])[CH3:51].[CH3:52][C:53]#[N:54]>>[CH2:1]1[O:2][c:3]2[cH:4][c:5]([CH2:6][N:7]([CH:8]([C:9](=[O:10])[O:11][C:12]([CH3:13])([CH3:14])[CH3:15])[CH2:16][NH:17][S:42]([CH3:41])(=[O:44])=[O:45])[S:18](=[O:19])(=[O:20])[c:21]3[c:22]([CH3:30])[cH:23][c:24]([O:28][CH3:29])[cH:25][c:26]3[CH3:27])[cH:31][cH:32][c:33]2[O:34]1. Reactants: ( 6 ), C(C)O (ethanol), NC1=NC=CC=C1C=O (2-aminopyridine-3-carbaldehyde), COC(C(C)=O)OC (1,1-dimethoxypropan-2-one), [OH-].[Na+] (sodium hydroxide). Solvent: O (water), O (water). Reaction conditions: temperature 7.5 celsius. The product is COC(C1=NC2=NC=CC=C2C=C1)OC (2-(dimethoxymethyl)-1,8-naphthyridine). As a reaction SMILES: [NH2:1][C:2]1[C:7]([CH:8]=O)=[CH:6][CH:5]=[CH:4][N:3]=1.[CH3:10][O:11][CH:12]([O:16][CH3:17])[C:13](=O)[CH3:14].C(O)C.[OH-].[Na+]>O>[CH3:10][O:11][CH:12]([O:16][CH3:17])[C:13]1[CH:14]=[CH:8][C:7]2[C:2](=[N:3][CH:4]=[CH:5][CH:6]=2)[N:1]=1 |f:3.4|. Reported procedure: The procedure described in J. Org. Chem., 2004, 69 (6), pp 1959-1966 was used. Into a 20 l 4-necked round-bottom flask was placed 2-aminopyridine-3-carbaldehyde (1000 g, 8.19 mol), 1,1-dimethoxypropan-2-one (1257 g, 10.64 mol), ethanol (10 l), and water (2 l). This was followed by the addition of a solution of sodium hydroxide (409.8 g, 10.24 mol) in water (1000 ml) drop wise with stirring at 0-15° C. The solution was stirred for 3 h at 0-20° C. and then concentrated under vacuum. The resulting ... The reactants are C(C=1C(N)=CC=CC1)(=O)OC (methyl anthranilate), C(CC(=O)OCC)(=O)OCC (diethyl malonate), solution, [O-]CC.[Na+] (sodium ethoxide). Run in C(C)O (ethanol), C(C)O (ethanol). Reaction conditions: time 30 minute. Yields the product OC1=C(C(NC2=CC=CC=C12)=O)C(=O)OCC (ethyl 4-hydroxy-2-oxo-1,2-dihydroquinoline-3-carboxylate). The yield is 86.3%. RXN SMILES: [C:1]([O:10]C)(=O)[C:2]1[C:3](=[CH:5][CH:6]=[CH:7][CH:8]=1)[NH2:4].[C:12](OCC)(=[O:19])[CH2:13][C:14]([O:16][CH2:17][CH3:18])=[O:15].[O-]CC.[Na+]>C(O)C>[OH:10][C:1]1[C:2]2[C:3](=[CH:5][CH:6]=[CH:7][CH:8]=2)[NH:4][C:12](=[O:19])[C:13]=1[C:14]([O:16][CH2:17][CH3:18])=[O:15] |f:2.3|. Procedure details: To a solution of methyl anthranilate (121 g, 0.8 mol) and diethyl malonate (128 g, 0.8 mol) in ethanol (900 mL) was added a 20% solution (274 g) of sodium ethoxide in ethanol, and the mixture was stirred at room temperature for 30 min. Ethanol was evaporated, and the mixture was stirred at 140° C. for 12 hr. After cooling, the obtained solid was washed with diethyl ether, and dissolved in water. Insoluble materials were filtered off, the filtrate was acidified with 5N hydrochloric acid, and the ... The reactants are CCCCOCCOc1ccc(-c2cc3c(cc2C)N(CC(C)C)CCCC(C(=O)OC)=C3)cc1, CO, Cl, [Na+], C1CCOC1, [OH-], O. The product is CCCCOCCOc1ccc(-c2cc3c(cc2C)N(CC(C)C)CCCC(C(=O)O)=C3)cc1. As a reaction SMILES: [CH2:1]([CH2:2][CH2:3][CH3:4])[O:5][CH2:6][CH2:7][O:8][c:9]1[cH:10][cH:11][c:12](-[c:15]2[c:16]([CH3:35])[cH:17][c:18]3[c:19]([cH:34]2)[CH:20]=[C:21]([C:30](=[O:31])[O:32][CH3:33])[CH2:22][CH2:23][CH2:24][N:25]3[CH2:26][CH:27]([CH3:28])[CH3:29])[cH:13][cH:14]1.[CH3:45][OH:46].[ClH:43].[Na+:42].[O:36]1[CH2:37][CH2:38][CH2:39][CH2:40]1.[OH-:41].[OH2:44]>>[CH2:1]([CH2:2][CH2:3][CH3:4])[O:5][CH2:6][CH2:7][O:8][c:9]1[cH:10][cH:11][c:12](-[c:15]2[c:16]([CH3:35])[cH:17][c:18]3[c:19]([cH:34]2)[CH:20]=[C:21]([C:30](=[O:31])[OH:32])[CH2:22][CH2:23][CH2:24][N:25]3[CH2:26][CH:27]([CH3:28])[CH3:29])[cH:13][cH:14]1.